Task: describe an organic reaction: reactants, conditions, products, and yield. Dataset: the Open Reaction Database (ORD), a public repository of structured organic reaction records Starting materials: CC(C)(C)C(=O)C(F)Br, O=C([O-])[O-], CCC(C)=O, [K+], [K+], c1nc[nH]n1. Yields the product CC(C)(C)C(=O)C(F)n1cncn1. Reaction SMILES: [Br:1][CH:2]([C:3]([C:4]([CH3:5])([CH3:6])[CH3:7])=[O:8])[F:9].[C:15](=[O:16])([O-:17])[O-:18].[CH3:21][C:22]([CH2:23][CH3:24])=[O:25].[K+:19].[K+:20].[nH:10]1[n:11][cH:12][n:13][cH:14]1>>[CH:2]([C:3]([C:4]([CH3:5])([CH3:6])[CH3:7])=[O:8])([F:9])[n:10]1[n:11][cH:12][n:13][cH:14]1. Reactants: CC1(OCC(CO1)(O)C#CC1=CC=C(C=C1)CCCCCCCC)C (2,2-Dimethyl-5-((4-octylphenyl)ethynyl)-1,3-dioxan-5-ol). The reagents and catalysts are [Pd] (Pd/C). Solvent: C(=O)(C(F)(F)F)O (TFA), CCO (EtOH). Reaction conditions: time 1 hour. Yields the product C(CCCCCCC)C1=CC=C(CCC(CO)(CO)O)C=C1 (2-(4-Octylphenethyl)propane-1,2,3-triol). Yield: 100.6%. Reaction SMILES: CC1(C)[O:7][CH2:6][C:5]([C:9]#[C:10][C:11]2[CH:16]=[CH:15][C:14]([CH2:17][CH2:18][CH2:19][CH2:20][CH2:21][CH2:22][CH2:23][CH3:24])=[CH:13][CH:12]=2)([OH:8])[CH2:4][O:3]1>C(O)(C(F)(F)F)=O.CCO.[Pd]>[CH2:17]([C:14]1[CH:15]=[CH:16][C:11]([CH2:10][CH2:9][C:5]([OH:8])([CH2:6][OH:7])[CH2:4][OH:3])=[CH:12][CH:13]=1)[CH2:18][CH2:19][CH2:20][CH2:21][CH2:22][CH2:23][CH3:24]. Reported procedure: A mixture of the product of Step B (0.03 g; 0.087 mmol) and 10% Pd/C (0.05 g) in 5% TFA in EtOH (10 ml) was stirred for 1 h under H2 (balloon) at room temperature, then filtered through a pad of Celite, washed with CH2Cl2 (2×10 ml). To combined filtrates were evaporated to dryness under reduced pressure and dried in vacuo for 1 h to give title compound (0.027 g; 99%) as a colourless solid. 1H-NMR (CDCl3) 7.05 (s, 4H); 3.66 (broad m, 7H); 2.61 (m, 2H); 2.51 (t, 2H, J=7.92 Hz); 1.73 (m 2H); 1.55 (...